This data is from the Open Reaction Database (ORD), a public repository of structured organic reaction records. The task is: describe an organic reaction: reactants, conditions, products, and yield Reactants: CS(=O)(=O)C1=CC=C(C=C1)NC=1C=NC=NC1 (5-[N-(4-methylsulfonylphenyl)-amino]pyrimidine), FC1=CC=C(C=C1)S(=O)(=O)C (4-fluoro-methanesulfonylbenzene). The product is CS(=O)(=O)C1=CC=C(C=C1)N(C1=CC=C(C=C1)S(=O)(=O)C)C=1C=NC=NC1 (5-[N,N-Bis(4-methylsulfonylphenyl)amino]pyrimidine). RXN SMILES: [CH3:1][S:2]([C:5]1[CH:10]=[CH:9][C:8]([NH:11][C:12]2[CH:13]=[N:14][CH:15]=[N:16][CH:17]=2)=[CH:7][CH:6]=1)(=[O:4])=[O:3].F[C:19]1[CH:24]=[CH:23][C:22]([S:25]([CH3:28])(=[O:27])=[O:26])=[CH:21][CH:20]=1>>[CH3:1][S:2]([C:5]1[CH:6]=[CH:7][C:8]([N:11]([C:12]2[CH:17]=[N:16][CH:15]=[N:14][CH:13]=2)[C:19]2[CH:24]=[CH:23][C:22]([S:25]([CH3:28])(=[O:27])=[O:26])=[CH:21][CH:20]=2)=[CH:9][CH:10]=1)(=[O:3])=[O:4]. Procedure details: Starting compounds: 5-[N-(4-methylsulfonylphenyl)-amino]pyrimidine and 4-fluoro-methanesulfonylbenzene Starting materials: COc1ccc(Br)cc1OCc1ccccc1, CC(=O)O, O=[N+]([O-])O. The product is COc1cc([N+](=O)[O-])c(Br)cc1OCc1ccccc1. As a reaction SMILES: [CH2:1]([c:2]1[cH:3][cH:4][cH:5][cH:6][cH:7]1)[O:8][c:9]1[cH:10][c:11]([Br:17])[cH:12][cH:13][c:14]1[O:15][CH3:16].[CH3:22][C:23](=[O:24])[OH:25].[OH:18][N+:19]([O-:20])=[O:21]>>[CH2:1]([c:2]1[cH:3][cH:4][cH:5][cH:6][cH:7]1)[O:8][c:9]1[cH:10][c:11]([Br:17])[c:12]([N+:19](=[O:18])[O-:20])[cH:13][c:14]1[O:15][CH3:16]. Reactants: C(C)(=O)OCC (ethyl acetate), Br (Hydrogen bromide), solution, N(=[N+]=[N-])C[C@@H]1[C@@H]([C@@H]([C@H](C(OC(C)=O)O1)OC(C)=O)OC(C)=O)OC(C)=O (6-Azido-6-deoxy-1,2,3,4-tetra-O-acetyl-D-galactopyranose). Run in petrol, C(C)(=O)O (acetic acid), C(Cl)Cl (DCM). Run at temperature 0 celsius. The product is C(C)(=O)O[C@H]1[C@H](O[C@@H]([C@@H]([C@@H]1OC(C)=O)OC(C)=O)CN=[N+]=[N-])Br (2,3,4-Tri-O-acetyl-6-azido-6-deoxy-α-D-galactopyranosyl Bromide). As a reaction SMILES: [BrH:1].[N:2]([CH2:5][C@H:6]1[O:15][CH:10](OC(=O)C)[C@H:9]([O:16][C:17](=[O:19])[CH3:18])[C@@H:8]([O:20][C:21](=[O:23])[CH3:22])[C@H:7]1[O:24][C:25](=[O:27])[CH3:26])=[N+:3]=[N-:4].C(OCC)(=O)C>C(O)(=O)C.C(Cl)Cl>[C:17]([O:16][C@@H:9]1[C@@H:8]([O:20][C:21](=[O:23])[CH3:22])[C@@H:7]([O:24][C:25](=[O:27])[CH3:26])[C@@H:6]([CH2:5][N:2]=[N+:3]=[N-:4])[O:15][C@@H:10]1[Br:1])(=[O:19])[CH3:18]. Reported procedure: Hydrogen bromide (2 mL of a 30% solution in acetic acid) was added to a solution of 6-azido-6-deoxy-1,2,3,4-tetra-O-acetyl-galactopyranose 36 (α:β, 0.8:1) (320 mg, 0.86 mmol) in anhydrous DCM (10 mL). The mixture was stirred under argon at 0° C. After 1¾h, t.1.c. (petrol:ethyl acetate, 2:1) indicated the formation of two products (Rf 0.5, 0.2) with some remaining starting material (Rf 0.3). The reaction mixture was quenched with ice/water (30 mL), diluted with DCM (40 mL), neutralized with sodiu... Reactants: [BH4-], CCCCO, COc1ccc(Br)c2cc(C=O)oc12, [Na+]. Yields the product COc1ccc(Br)c2cc(CO)oc12. Reaction SMILES: [BH4-:1].[CH2:17]([OH:18])[CH2:19][CH2:20][CH3:21].[CH:3](=[O:4])[c:5]1[o:6][c:7]2[c:8]([cH:9]1)[c:10]([Br:16])[cH:11][cH:12][c:13]2[O:14][CH3:15].[Na+:2]>>[CH2:3]([OH:4])[c:5]1[o:6][c:7]2[c:8]([cH:9]1)[c:10]([Br:16])[cH:11][cH:12][c:13]2[O:14][CH3:15].